From a dataset of the Open Reaction Database (ORD), a public repository of structured organic reaction records. describe an organic reaction: reactants, conditions, products, and yield Starting materials: BrC=1C=CC2=C(C1)C1(C(NC3=CC=CC=C13)=O)CO2 (5-bromospiro[1-benzofuran-3,3′-indol]-2′(1′H)one), FC1=CC=C(CBr)C=C1 (4-fluorobenzyl bromide), N1C(C2(C3=CC=CC=C13)COC=1C2=CC2=C(OCO2)C1)=O (spiro[furo[2,3-f][1,3]benzodioxole-7,3′-indol]-2′(1′H)-one), ClC=1SC(=CC1)CCl (2-chloro-5-(chloromethyl)thiophene). Yields the product BrC=1C=CC2=C(C1)C1(C(N(C3=CC=CC=C13)CC=1SC(=CC1)Cl)=O)CO2 (5-bromo-1′-[(5-chloro-2-thienyl)methyl]spiro[1-benzofuran-3,3′-indol]-2′(1′H)-one). Reaction SMILES: [Br:1][C:2]1[CH:3]=[CH:4][C:5]2[O:19][CH2:18][C:8]3([C:16]4[C:11](=[CH:12][CH:13]=[CH:14][CH:15]=4)[NH:10][C:9]3=[O:17])[C:6]=2[CH:7]=1.N1C2C(=CC=CC=2)C2(C3=CC4OCOC=4C=C3OC2)C1=O.[Cl:41][C:42]1[S:43][C:44]([CH2:47]Cl)=[CH:45][CH:46]=1.FC1C=CC(CBr)=CC=1>>[Br:1][C:2]1[CH:3]=[CH:4][C:5]2[O:19][CH2:18][C:8]3([C:16]4[C:11](=[CH:12][CH:13]=[CH:14][CH:15]=4)[N:10]([CH2:47][C:44]4[S:43][C:42]([Cl:41])=[CH:46][CH:45]=4)[C:9]3=[O:17])[C:6]=2[CH:7]=1. Procedure: Following the procedure described in EXAMPLE 10, and making non-critical variations using 5-bromospiro[1-benzofuran-3,3′-indol]-2′(1′H)one to replace spiro[furo[2,3-f][1,3]benzodioxole-7,3′-indol]-2′(1′H)-one, and 2-chloro-5-(chloromethyl)thiophene to replace 4-fluorobenzyl bromide, the title compound was obtained (95%) as a white solid: mp 140-142° C.; 1H NMR (300 MHz, CDCl3) δ 7.33-7.26 (m, 2H), 7.16-7.02 (m, 2H), 6.94 (d, 1H), 6.97-6.75 (m, 4H), 5.07-4.91 (m, 3H), 4.68 (d, 1H); MS (ES+) m/z 4... Starting materials: C(CCC)C1=CC=2CC3=CC=CC=C3C2C=C1 (2-Butylfluorene), [Cl-].[Al+3].[Cl-].[Cl-] (aluminium chloride), C(C)C1=CC=2CC3=CC=CC=C3C2C=C1 (2-ethylfluorene), C(C)(=O)OC(C)=O (acetic anhydride). Run in ClC(C)Cl (dichloroethane). Yields the product C(C)(=O)C1=CC=2CC3=CC(=CC=C3C2C=C1)CCCC (2-acetyl-7-butylfluorene). Reaction SMILES: [CH2:1]([C:5]1[CH:17]=[CH:16][C:15]2[C:14]3[C:9](=[CH:10][CH:11]=[CH:12][CH:13]=3)[CH2:8][C:7]=2[CH:6]=1)[CH2:2][CH2:3][CH3:4].C(C1C=CC2C3C(=CC=CC=3)CC=2C=1)C.[C:33](OC(=O)C)(=[O:35])[CH3:34].[Cl-].[Al+3].[Cl-].[Cl-]>ClC(Cl)C>[C:33]([C:11]1[CH:12]=[CH:13][C:14]2[C:15]3[C:7](=[CH:6][C:5]([CH2:1][CH2:2][CH2:3][CH3:4])=[CH:17][CH:16]=3)[CH2:8][C:9]=2[CH:10]=1)(=[O:35])[CH3:34] |f:3.4.5.6|. Reported procedure: 2-Butylfluorene (6.1 g.) was acetylated exactly as described for 2-ethylfluorene in the preceding Example 21, using acetic anhydride (3.08 g.) and aluminium chloride (8.66 g.) in dichloroethane. The product was recrystallised from light petroleum to give 2-acetyl-7-butylfluorene, m.p. 102°-104.5°. This product (1.98 g.) was oxidised with sodium hypobromite (from 7.23 g. of bromine and 4.52 g. sodium hydroxide in 160 ml. water) exactly as described for 2-acetyl-7-ethylfluorene in the preceding Ex... The reactants are C(C)(C)N(C(C)C)CC (N,N-diisopropylethylamine), ClCC1=CC=C(C(=O)Cl)C=C1 (4-chloromethylbenzoyl chloride), CN1CCNCC1 (1-methylpiperazine), NC1=C(N=C(S1)NC1=CC2=CC=CC=C2C=C1)C(=O)N (5-amino-2-(naphthalen-2-ylamino)thiazole-4-carboxamide). Solvent: CC(=O)N(C)C (DMA), CC(=O)N(C)C (DMA), C(C)(=O)OCC (ethyl acetate). Reaction conditions: time 3 hour. Yields the product CN1CCN(CC1)CC1=CC=C(C(=O)NC2=C(N=C(S2)NC2=CC3=CC=CC=C3C=C2)C(=O)N)C=C1 (5-{4-[(4-methylpiperazin-1-yl)methyl]benzamido}-2-(naphthalen-2-ylamino)thiazole-4-carboxamide). The yield is 2.1%. Reaction SMILES: [NH2:1][C:2]1[S:6][C:5]([NH:7][C:8]2[CH:17]=[CH:16][C:15]3[C:10](=[CH:11][CH:12]=[CH:13][CH:14]=3)[CH:9]=2)=[N:4][C:3]=1[C:18]([NH2:20])=[O:19].C(N(CC)C(C)C)(C)C.Cl[CH2:31][C:32]1[CH:40]=[CH:39][C:35]([C:36](Cl)=[O:37])=[CH:34][CH:33]=1.[CH3:41][N:42]1[CH2:47][CH2:46][NH:45][CH2:44][CH2:43]1>CC(N(C)C)=O.C(OCC)(=O)C>[CH3:41][N:42]1[CH2:47][CH2:46][N:45]([CH2:31][C:32]2[CH:40]=[CH:39][C:35]([C:36]([NH:1][C:2]3[S:6][C:5]([NH:7][C:8]4[CH:17]=[CH:16][C:15]5[C:10](=[CH:11][CH:12]=[CH:13][CH:14]=5)[CH:9]=4)=[N:4][C:3]=3[C:18]([NH2:20])=[O:19])=[O:37])=[CH:34][CH:33]=2)[CH2:44][CH2:43]1. Reported procedure: To a mixture of 5-amino-2-(naphthalen-2-ylamino)thiazole-4-carboxamide (0.50 g, 1.76 mmol) and. N,N-diisopropylethylamine (0.3 mL, 1.94 mmol) in DMA (30 mL) was added 4-chloromethylbenzoyl chloride (0.37g, 1.94 mmol) at 0° C. The mixture was stirred for 3 hrs at rt. Then 1-methylpiperazine (0.1 mL, 0.95 mmol) was added to the mixture (0.083 g in 5 mL DMA), and the mixture was stirred for 16 hrs at rt. The reaction mixture was diluted with ethyl acetate (150 mL), washed with water, and dried over... Reactants: O=C(O)C(CO)NS(=O)(=O)c1ccccc1Cl, FC(F)(F)c1cccnc1N1CCNCC1. The product is O=C(C(CO)NS(=O)(=O)c1ccccc1Cl)N1CCN(c2ncccc2C(F)(F)F)CC1. RXN SMILES: [Cl:1][c:2]1[c:3]([S:8](=[O:9])(=[O:10])[NH:11][CH:12]([C:13](=[O:14])[OH:15])[CH2:16][OH:17])[cH:4][cH:5][cH:6][cH:7]1.[F:18][C:19]([c:20]1[c:21]([N:26]2[CH2:27][CH2:28][NH:29][CH2:30][CH2:31]2)[n:22][cH:23][cH:24][cH:25]1)([F:32])[F:33]>>[Cl:1][c:2]1[c:3]([S:8](=[O:9])(=[O:10])[NH:11][CH:12]([C:13](=[O:15])[N:29]2[CH2:28][CH2:27][N:26]([c:21]3[c:20]([C:19]([F:18])([F:32])[F:33])[cH:25][cH:24][cH:23][n:22]3)[CH2:31][CH2:30]2)[CH2:16][OH:17])[cH:4][cH:5][cH:6][cH:7]1. The reactants are [BH4-], CO, O=Cc1ccccc1, CC(N)CO, [Na+], [Na+], O=C([O-])O. Yields the product CC(CO)NCc1ccccc1. As a reaction SMILES: [BH4-:19].[CH3:21][OH:22].[CH:6](=[O:7])[c:8]1[cH:9][cH:10][cH:11][cH:12][cH:13]1.[NH2:1][CH:2]([CH2:3][OH:4])[CH3:5].[Na+:18].[Na+:20].[O-:14][C:15]([OH:16])=[O:17]>>[NH:1]([CH:2]([CH2:3][OH:4])[CH3:5])[CH2:6][c:8]1[cH:9][cH:10][cH:11][cH:12][cH:13]1. Reactants: C(C)(C)(C)OC(=O)N1[C@H](C(=O)O)CC(C1)=C (1-(tert-butoxycarbonyl)-4-methyleneproline), CN(CCCC(=O)Cl)C (4-(dimethylamino)butanoyl chloride), C(C)N1C2=CC=CC=C2C=2C=C(C=CC12)N (9-ethyl-9H-carbazol-3-amine). The product is CN(CCCC(=O)N1[C@@H](CC(C1)=C)C(=O)NC=1C=CC=2N(C3=CC=CC=C3C2C1)CC)C ((2S)-1-[4-(dimethylamino)butanoyl]-N-(9-ethyl-9H-carbazol-3-yl)-4-methylene-2-pyrrolidinecarboxamide). As a reaction SMILES: C(O[C:6]([N:8]1[CH2:15][C:14](=[CH2:16])[CH2:13][C@H:9]1[C:10]([OH:12])=O)=[O:7])(C)(C)C.[CH3:17][N:18]([CH3:25])[CH2:19][CH2:20][CH2:21]C(Cl)=O.[CH2:26]([N:28]1[C:40]2[CH:39]=[CH:38][C:37]([NH2:41])=[CH:36][C:35]=2[C:34]2[C:29]1=[CH:30][CH:31]=[CH:32][CH:33]=2)[CH3:27]>>[CH3:17][N:18]([CH3:25])[CH2:19][CH2:20][CH2:21][C:6]([N:8]1[CH2:15][C:14](=[CH2:16])[CH2:13][C@H:9]1[C:10]([NH:41][C:37]1[CH:38]=[CH:39][C:40]2[N:28]([CH2:26][CH3:27])[C:29]3[C:34]([C:35]=2[CH:36]=1)=[CH:33][CH:32]=[CH:31][CH:30]=3)=[O:12])=[O:7]. Procedure details: Following the general method as outlined in Example 22, starting from 1-(tert-butoxycarbonyl)-4-methyleneproline, 4-(dimethylamino)butanoyl chloride, and 9-ethyl-9H-carbazol-3-amine the title compound was obtained in 51% purity by LC/MS. MS(ESI+): m/z=433.6.